From a dataset of the Open Reaction Database (ORD), a public repository of structured organic reaction records. describe an organic reaction: reactants, conditions, products, and yield Reactants: O=C1c2c(OCc3ccccc3)c(=O)c(-c3nccs3)cn2CCN1CCCc1ccccc1, CC(=O)O, Cl. The product is Cl, O=C1c2c(O)c(=O)c(-c3nccs3)cn2CCN1CCCc1ccccc1. RXN SMILES: [CH2:1]([c:2]1[cH:3][cH:4][cH:5][cH:6][cH:7]1)[O:8][c:9]1[c:10](=[O:34])[c:11](-[c:29]2[s:30][cH:31][cH:32][n:33]2)[cH:12][n:13]2[c:14]1[C:15](=[O:28])[N:16]([CH2:19][CH2:20][CH2:21][c:22]1[cH:23][cH:24][cH:25][cH:26][cH:27]1)[CH2:17][CH2:18]2.[CH3:36][C:37](=[O:38])[OH:39].[ClH:35]>>[ClH:35].[OH:8][c:9]1[c:10](=[O:34])[c:11](-[c:29]2[s:30][cH:31][cH:32][n:33]2)[cH:12][n:13]2[c:14]1[C:15](=[O:28])[N:16]([CH2:19][CH2:20][CH2:21][c:22]1[cH:23][cH:24][cH:25][cH:26][cH:27]1)[CH2:17][CH2:18]2. Reactants: C(C)(C)(C)OC(N[C@H]1CN(CC[C@H]1O)C(=O)C1=CC2=C(N(C(=N2)C2=CC=3C(=NC=CC3)N2CC2CC2)C)C=C1)=O (tert-butyl((3S,4R)-1-(2-(1-(cyclopropylmethyl)-1H-pyrrolo[2,3-b]pyridin-2-yl)-1-methyl-1H-benzo[d]imidazole-5-carbonyl)-4-hydroxypiperidin-3-yl)carbamate), C(=O)(C(F)(F)F)O (TFA). Run in ClCCl (dichloromethane), CO (methanol). Reaction conditions: time 1 hour. Product: N[C@H]1CN(CC[C@H]1O)C(=O)C1=CC2=C(N(C(=N2)C2=CC=3C(=NC=CC3)N2CC2CC2)C)C=C1 (((3S,4R)-3-amino-4-hydroxypiperidin-1-yl)(2-(1-(cyclopropylmethyl)-1H-pyrrolo[2,3-b]pyridin-2-yl)-1-methyl-1H-benzo[d]imidazol-5-yl)methanone). Isolated yield 100.0%. Reaction SMILES: C(OC(=O)[NH:7][C@@H:8]1[C@H:13]([OH:14])[CH2:12][CH2:11][N:10]([C:15]([C:17]2[CH:39]=[CH:38][C:20]3[N:21]([CH3:37])[C:22]([C:24]4[N:32]([CH2:33][CH:34]5[CH2:36][CH2:35]5)[C:27]5=[N:28][CH:29]=[CH:30][CH:31]=[C:26]5[CH:25]=4)=[N:23][C:19]=3[CH:18]=2)=[O:16])[CH2:9]1)(C)(C)C.C(O)(C(F)(F)F)=O>ClCCl.CO>[NH2:7][C@@H:8]1[C@H:13]([OH:14])[CH2:12][CH2:11][N:10]([C:15]([C:17]2[CH:39]=[CH:38][C:20]3[N:21]([CH3:37])[C:22]([C:24]4[N:32]([CH2:33][CH:34]5[CH2:36][CH2:35]5)[C:27]5=[N:28][CH:29]=[CH:30][CH:31]=[C:26]5[CH:25]=4)=[N:23][C:19]=3[CH:18]=2)=[O:16])[CH2:9]1. Procedure: To a flask containing tert-butyl((3S,4R)-1-(2-(1-(cyclopropylmethyl)-1H-pyrrolo[2,3-b]pyridin-2-yl)-1-methyl-1H-benzo[d]imidazole-5-carbonyl)-4-hydroxypiperidin-3-yl)carbamate (37 mg, 0.068 mmol) in dichloromethane (DCM) (1 mL) was added TFA (0.199 mL, 2.58 mmol) and the reaction was stirred for 1 h. The reaction mixture was concentrated in vacuo to afford a brown oil. This was dissolved in methanol and loaded onto an SCX cartridge (5 g). It was eluted with methanol (3 column volumes) and produc... The reactants are C(C1=CC=CC=C1)OC1=C(C=C(C=C1F)OB(O)O)F (4-Benzyloxy-3,5-difluorophenylboric acid), C(C1=CC=CC=C1)OC1=C(C=C(C=C1F)OB(O)O)F (4-Benzyloxy-3,5-difluorophenylboric acid), BrC=1N=C(C2=CC=CC=C2C1)N1CCN(CC1)CC (3-bromo-1-(4-ethylpiperazin-1-yl)isoquinoline), aqueous solution, C([O-])([O-])=O.[Na+].[Na+] (sodium carbonate), C(C1=CC=CC=C1)OC1=C(C=C(C=C1F)OB(O)O)F (4-Benzyloxy-3,5-difluorophenylboric acid). Reagents/catalysts: C=1C=CC(=CC1)[P](C=2C=CC=CC2)(C=3C=CC=CC3)[Pd]([P](C=4C=CC=CC4)(C=5C=CC=CC5)C=6C=CC=CC6)([P](C=7C=CC=CC7)(C=8C=CC=CC8)C=9C=CC=CC9)[P](C=1C=CC=CC1)(C=1C=CC=CC1)C=1C=CC=CC1 (tetrakistriphenylphosphinepalladium(0)). Run in C1(=CC=CC=C1)C (toluene). Product: C(C)N1CCN(CC1)C1=NC(=CC2=CC=CC=C12)C1=CC(=C(C(=C1)F)OCC1=CC=CC=C1)F (1-(4-ethylpiperazin-1-yl)-3-(4-benzyloxy-3,5-difluorophenyl)isoquinoline). The yield is 199.2%. Reaction SMILES: [CH2:1]([O:8][C:9]1[C:14]([F:15])=[CH:13][C:12](OB(O)O)=[CH:11][C:10]=1[F:20])[C:2]1[CH:7]=[CH:6][CH:5]=[CH:4][CH:3]=1.Br[C:22]1[N:23]=[C:24]([N:32]2[CH2:37][CH2:36][N:35]([CH2:38][CH3:39])[CH2:34][CH2:33]2)[C:25]2[C:30]([CH:31]=1)=[CH:29][CH:28]=[CH:27][CH:26]=2.C(=O)([O-])[O-].[Na+].[Na+]>C1(C)C=CC=CC=1.C1C=CC([P]([Pd]([P](C2C=CC=CC=2)(C2C=CC=CC=2)C2C=CC=CC=2)([P](C2C=CC=CC=2)(C2C=CC=CC=2)C2C=CC=CC=2)[P](C2C=CC=CC=2)(C2C=CC=CC=2)C2C=CC=CC=2)(C2C=CC=CC=2)C2C=CC=CC=2)=CC=1>[CH2:38]([N:35]1[CH2:34][CH2:33][N:32]([C:24]2[C:25]3[C:30](=[CH:29][CH:28]=[CH:27][CH:26]=3)[CH:31]=[C:22]([C:12]3[CH:13]=[C:14]([F:15])[C:9]([O:8][CH2:1][C:2]4[CH:7]=[CH:6][CH:5]=[CH:4][CH:3]=4)=[C:10]([F:20])[CH:11]=3)[N:23]=2)[CH2:37][CH2:36]1)[CH3:39] |f:2.3.4,^1:56,58,77,96|. Reported procedure: 4-Benzyloxy-3,5-difluorophenylboric acid (1.97 g) and 3-bromo-1-(4-ethylpiperazin-1-yl)isoquinoline (5.20 g) were heated under reflux in the presence of tetrakistriphenylphosphinepalladium(0) (0.50 g) in toluene (250 ml) and a 10% aqueous solution of sodium carbonate (150 ml) in nitrogen atmosphere for 1 hr. 4-Benzyloxy-3,5-difluorophenylboric acid (1.15 g) was additionally added thereto, and the mixture was heated under reflux for 1 hr. 4-Benzyloxy-3,5-difluorophenylboric acid (1.15 g) was addi...